This data is from the Open Reaction Database (ORD), a public repository of structured organic reaction records. The task is: describe an organic reaction: reactants, conditions, products, and yield Solvent: CS(=O)C (dimethyl sulfoxide), CS(=O)C (dimethyl sulfoxide), O (water), C([O-])([O-])=O.[K+].[K+] (potassium carbonate). Procedure details: To a solution of sodium nitrite (1.40 g) in dimethyl sulfoxide (50 mL) is added 2′-amino-4′-methoxy-biphenyl-4-carboxylic acid methyl ester (2.61 g). After 5 minutes, the reaction mixture is treated with a solution of 4.7 mL hydrobromic acid (48%) in 50 mL dimethyl sulfoxide. The reaction is allowed to stir at room temperature for 2 h. The reaction mixture is diluted with a solution of 20.0 g potassium carbonate dissolved in 400 mL water. The product is extracted five times with methylene chlori... Reactants: N(=O)[O-].[Na+] (sodium nitrite), COC(=O)C1=CC=C(C=C1)C1=C(C=C(C=C1)OC)N (2′-amino-4′-methoxy-biphenyl-4-carboxylic acid methyl ester), Br (hydrobromic acid). As a reaction SMILES: N([O-])=O.[Na+].[CH3:5][O:6][C:7]([C:9]1[CH:14]=[CH:13][C:12]([C:15]2[CH:20]=[CH:19][C:18]([O:21][CH3:22])=[CH:17][C:16]=2N)=[CH:11][CH:10]=1)=[O:8].[BrH:24]>CS(C)=O.C(=O)([O-])[O-].[K+].[K+].O>[CH3:5][O:6][C:7]([C:9]1[CH:14]=[CH:13][C:12]([C:15]2[CH:20]=[CH:19][C:18]([O:21][CH3:22])=[CH:17][C:16]=2[Br:24])=[CH:11][CH:10]=1)=[O:8] |f:0.1,5.6.7|. Yields the product COC(=O)C1=CC=C(C=C1)C1=C(C=C(C=C1)OC)Br (2′-bromo-4′-methoxy-biphenyl-4-carboxylic acid methyl ester). Reaction conditions: time 5 minute. Isolated yield 31.0%. The reactants are C(C)(C)C1=NC(=C(C(=C1CO)C1=CC=C(C=C1)F)CCCC)C(C)C (2,6-diisopropyl-3-hydroxymethyl-4-(4-fluorophenyl)-5butylpyridine), C(Cl)Cl.CCCCCC (CH2Cl2 hexane). The product is C(C)(C)C1=NC(=C(C(=C1C(C)O)C1=CC=C(C=C1)F)CCCC)C(C)C ((±)-2,6-Diisopropyl-3-(1-hydroxyethyl)-4-(4-fluorophenyl)-5-butyl-pyridine). RXN SMILES: [CH:1]([C:4]1[C:9]([CH2:10][OH:11])=[C:8]([C:12]2[CH:17]=[CH:16][C:15]([F:18])=[CH:14][CH:13]=2)[C:7]([CH2:19][CH2:20][CH2:21][CH3:22])=[C:6]([CH:23]([CH3:25])[CH3:24])[N:5]=1)([CH3:3])[CH3:2].[CH2:26](Cl)Cl.CCCCCC>>[CH:1]([C:4]1[C:9]([CH:10]([OH:11])[CH3:26])=[C:8]([C:12]2[CH:13]=[CH:14][C:15]([F:18])=[CH:16][CH:17]=2)[C:7]([CH2:19][CH2:20][CH2:21][CH3:22])=[C:6]([CH:23]([CH3:24])[CH3:25])[N:5]=1)([CH3:3])[CH3:2] |f:1.2|. Procedure: The title compound was prepared from 2,6-diisopropyl-3-hydroxymethyl-4-(4-fluorophenyl)-5butylpyridine (Example 24) according to the procedures described in Example 101. 1H NMR (300 MHz, CDCl3): δ 7.1 (m, 4 H), 4.7 (dq, J=3 Hz, 1 H), 3.7 (septet, J=7 Hz, 1 H), 3.2 (septet, J=7 Hz, 1 H), 2.2 (t, J=1.5 Hz, 2 H), 1.6 (d, J=5 Hz, 1 H), 1.4 (d, J=7 Hz, 3 H), 1.3 (m, 16 H), 0.8 (t, J=7Hz, 3H). FAB-MS: calcd for (C23H32FNO) 357, found 358 (M+H). mp 103-104° C. Rf=0.2 (60% CH2Cl2/hexane). Reported procedure: In a 0.5-L three-necked flask fitted with a reflux condenser, a mechanical stirrer, and a gas inlet tube, is placed a solution of 17.9 g of 2-iso-pentyl-3-cyanocyclopentanone and 2 ml of water in 200 ml of absolute methanol. Dry hydrogen chloride is passed through the refluxing solution for a period of 2 hours. The reaction mixture is maintained at reflux temperature for an additional hour. The methanol is distilled off at a reduced pressure and the residue is diluted with 300 ml of cold water. ... Starting materials: C(CC(C)C)C1C(CCC1C#N)=O (2-iso-pentyl-3-cyanocyclopentanone), CO (methanol), O (water), Cl (hydrogen chloride). The product is C(CC(C)C)C1C(CCC1=O)C(=O)OC (methyl 2-iso-pentyl-3-oxocyclopentanecarboxylate). Reaction SMILES: [CH2:1]([CH:6]1[CH:10]([C:11]#N)[CH2:9][CH2:8][C:7]1=[O:13])[CH2:2][CH:3]([CH3:5])[CH3:4].[OH2:14].Cl.[CH3:16][OH:17]>>[CH2:1]([CH:6]1[C:7](=[O:13])[CH2:8][CH2:9][CH:10]1[C:11]([O:17][CH3:16])=[O:14])[CH2:2][CH:3]([CH3:5])[CH3:4]. Reactants: C(=C)C=1C=C2CC(OC(C2=CC1)=O)C (6-ethenyl-3-methyl-3,4-dihydro-1H-isochromen-1-one), C1=CC(=CC(=C1)Cl)C(=O)OO (m-CPBA). Solvent: O (water), C(Cl)Cl (DCM), C(Cl)Cl (DCM). Product: CC1OC(C2=CC=C(C=C2C1)C1OC1)=O (3-methyl-6-(oxiran-2-yl)-3,4-dihydro-1H-isochromen-1-one). Reaction SMILES: [CH:1]([C:3]1[CH:4]=[C:5]2[C:10](=[CH:11][CH:12]=1)[C:9](=[O:13])[O:8][CH:7]([CH3:14])[CH2:6]2)=[CH2:2].C1C=C(Cl)C=C(C(OO)=[O:23])C=1>C(Cl)Cl.O>[CH3:14][CH:7]1[CH2:6][C:5]2[C:10](=[CH:11][CH:12]=[C:3]([CH:1]3[CH2:2][O:23]3)[CH:4]=2)[C:9](=[O:13])[O:8]1. Reported procedure: A solution of 6-ethenyl-3-methyl-3,4-dihydro-1H-isochromen-1-one (1.69 g, 8.98 mmol) in DCM (60 mL) was treated with m-CPBA (3.10 g, 17.96 mmol) overnight at room temperature. The reaction was then diluted with water (50 mL) and DCM (50 mL). The organic layer was further washed successively with saturated aqueous sodium bicarbonate (30 mL), water (30 mL), and brine (30 mL). The organic layer was then dried over magnesium sulfate, filtered and concentrated. The residue was purified via MPLC (15-4... Reactants: COc1ccc(-c2cc(=O)n(C)c(=O)[nH]2)cc1OC, CCO, C1COCCO1, S=P12SP3(=S)SP(=S)(S1)SP(=S)(S2)S3. The product is COc1ccc(-c2cc(=S)n(C)c(=O)[nH]2)cc1OC. As a reaction SMILES: [CH3:1][O:2][c:3]1[cH:4][c:5](-[c:11]2[cH:12][c:13](=[O:19])[n:14]([CH3:18])[c:15](=[O:17])[nH:16]2)[cH:6][cH:7][c:8]1[O:9][CH3:10].[CH3:34][CH2:35][OH:36].[O:37]1[CH2:38][CH2:39][O:40][CH2:41][CH2:42]1.[P:20]12(=[S:21])[S:22][P:23]3(=[S:33])[S:24][P:25](=[S:31])([S:26][P:27](=[S:30])([S:28]3)[S:29]1)[S:32]2>>[CH3:1][O:2][c:3]1[cH:4][c:5](-[c:11]2[cH:12][c:13](=[S:21])[n:14]([CH3:18])[c:15](=[O:17])[nH:16]2)[cH:6][cH:7][c:8]1[O:9][CH3:10].